From a dataset of the Open Reaction Database (ORD), a public repository of structured organic reaction records. describe an organic reaction: reactants, conditions, products, and yield Reactants: N#Cc1cc(Br)ccc1I, C1CCOC1, CC(C)C[AlH]CC(C)C. The product is O=Cc1cc(Br)ccc1I. RXN SMILES: [Br:1][c:2]1[cH:3][cH:4][c:5]([I:10])[c:6]([C:7]#[N:8])[cH:9]1.[CH2:20]1[CH2:23][CH2:22][CH2:21][O:24]1.[CH3:11][CH:12]([CH2:13][AlH:14][CH2:15][CH:16]([CH3:17])[CH3:18])[CH3:19]>>[Br:1][c:2]1[cH:3][cH:4][c:5]([I:10])[c:6]([CH:7]=[O:24])[cH:9]1. The reactants are CC(=O)OCC1=C(N2[C@@H]([C@@H](C2=O)N)SC1)C(=O)O (7-aminocephalosporanic acid), S1C(=NC=C1)C(O)=S (thiazole-2-thiocarboxylic acid), P(O)(O)(O)=O (phosphoric acid), C([O-])(O)=O.[Na+] (sodium bicarbonate), P(=O)([O-])([O-])[O-] (phosphate). Reaction conditions: time 5 hour. The product is NC1[C@@H]2N(C(=C(CS2)CSC(=O)C=2SC=CN2)C(=O)O)C1=O (7-Amino-3-(2-thiazolyl)carbonylthiomethyl-3-cephem 4-carboxylic acid). Yield: 35.0%. RXN SMILES: CC(O[CH2:5][C:6]1[CH2:15][S:14][C@@H:9]2[C@H:10]([NH2:13])[C:11](=[O:12])[N:8]2[C:7]=1[C:16]([OH:18])=[O:17])=O.C(=O)(O)[O-].[Na+].P([O-])([O-])([O-])=O.[S:29]1[CH:33]=[CH:32][N:31]=[C:30]1[C:34](=[S:36])[OH:35].P(=O)(O)(O)O>>[NH2:13][CH:10]1[C:11](=[O:12])[N:8]2[C:7]([C:16]([OH:18])=[O:17])=[C:6]([CH2:5][S:36][C:34]([C:30]3[S:29][CH:33]=[CH:32][N:31]=3)=[O:35])[CH2:15][S:14][C@H:9]12 |f:1.2|. Procedure: to a stirred solution of 9.8 g. (0.036 moles) of 7-aminocephalosporanic acid and 6.05 g. (0.072 moles) of sodium bicarbonate in 170 ml. of aqueous phosphate buffer at pH 6.4 was added 5.35 g. (0.036 moles) of thiazole-2-thiocarboxylic acid. The mixture was stirred in a nitrogen atmosphere at 50° for 5 hours keeping the pH at 6.6 with 42% phosphoric acid. Then the mixture was cooled to 20° and the precipitated solid was removed by filtration, washed with water, acetone and ether and dried in vacu... Starting materials: [OH-].[K+] (potassium hydroxide), ClCC(=O)N (chloroacetamide), C1(=CC=CC=C1)C (toluene), ClC1=C(C(=O)O)C(=CC=C1)Cl (2,6-dichlorobenzoic acid). The solvent is C(C)(=O)OCC (ethyl acetate), O (water). Yields the product ClC1=C(C(=O)OCC(=O)N)C(=CC=C1)Cl ((aminocarbonyl)methyl 2,6-dichlorobenzoate). Isolated yield 48.4%. RXN SMILES: [OH-].[K+].C1(C)C=CC=CC=1.[Cl:10][C:11]1[CH:19]=[CH:18][CH:17]=[C:16]([Cl:20])[C:12]=1[C:13]([OH:15])=[O:14].Cl[CH2:22][C:23]([NH2:25])=[O:24]>C(OCC)(=O)C.O>[Cl:10][C:11]1[CH:19]=[CH:18][CH:17]=[C:16]([Cl:20])[C:12]=1[C:13]([O:15][CH2:22][C:23]([NH2:25])=[O:24])=[O:14] |f:0.1|. Procedure details: A sample of 5.9 grams (0.105 mole) of potassium hydroxide was ground to a powder and placed in the reaction vessel. To this was added 270 ml of dry toluene, followed by 20.0 grams (0.105 mole) of 2,6-dichlorobenzoic acid. The stirred reaction mixture was heated under reflux while the water by-product was collected by azeotropic distillation using a Dean-Stark trap. A total of 2.8 ml of water was collected during a 30-minute period. At the end of this time the reaction mixture was cooled slightly... Reactants: CC(=O)OCCCCCC(O)C1=C(C)C(=O)C(C)=C(C)C1=O, CC(=O)[O-], CCOCC, CC(C)=O, O, O=S(=O)(O)O. Product: CC(=O)OCCCCCC(=O)C1=C(C)C(=O)C(C)=C(C)C1=O. RXN SMILES: [CH3:1][C:2]1=[C:7]([CH3:8])[C:6](=[O:9])[C:5]([CH3:10])=[C:4]([CH:11]([CH2:12][CH2:13][CH2:14][CH2:15][CH2:16][O:17][C:18]([CH3:19])=[O:20])[OH:21])[C:3]1=[O:22].[CH3:23][C:24](=[O:25])[O-:26].[CH3:27][CH2:28][O:29][CH2:30][CH3:31].[CH3:32][C:33](=[O:34])[CH3:35].[OH2:41].[S:36](=[O:37])(=[O:38])([OH:39])[OH:40]>>[CH3:1][C:2]1=[C:7]([CH3:8])[C:6](=[O:9])[C:5]([CH3:10])=[C:4]([C:11]([CH2:12][CH2:13][CH2:14][CH2:15][CH2:16][O:17][C:18]([CH3:19])=[O:20])=[O:21])[C:3]1=[O:22]. The reactants are N(=[N+]=[N-])C1=CC(=NC=N1)OCCO (2-(6-azidopyrimidin-4-yloxy)ethanol). The reagents and catalysts are [C].[Pd] (palladium-carbon). Solvent: C(C)O (ethanol). Reaction conditions: time 1 hour. Product: NC1=CC(=NC=N1)OCCO (2-(6-aminopyrimidin-4-yloxy)ethanol). Isolated yield 79.0%. RXN SMILES: [N:1]([C:4]1[N:9]=[CH:8][N:7]=[C:6]([O:10][CH2:11][CH2:12][OH:13])[CH:5]=1)=[N+]=[N-]>[C].[Pd].C(O)C>[NH2:1][C:4]1[N:9]=[CH:8][N:7]=[C:6]([O:10][CH2:11][CH2:12][OH:13])[CH:5]=1 |f:1.2|. Reported procedure: A mixture of 2-(6-azidopyrimidin-4-yloxy)ethanol (1.64 g), 10% palladium-carbon (0.25 g) and ethanol (20 ml) is subjected to catalytic hydrogenation at room temperature for one hour under hydrogen atmosphere (1 atm). The catalyst is removed by filtration, and the filtrate is concentrated. The residue is recrystallized from ethanol/diethyl ether to give 2-(6-aminopyrimidin-4-yloxy)ethanol (1.11 g). Starting materials: Cc1nc(Br)ccc1Br, CCC#N, CCOC(C)=O, [I-], C[Si](C)(C)I, [Na+], O. The product is Cc1nc(I)ccc1Br. Reaction SMILES: [Br:1][c:2]1[c:3]([CH3:9])[n:4][c:5]([Br:8])[cH:6][cH:7]1.[C:17](#[N:18])[CH2:19][CH3:20].[CH3:21][CH2:22][O:23][C:24](=[O:25])[CH3:26].[I-:11].[I:12][Si:13]([CH3:14])([CH3:15])[CH3:16].[Na+:10].[OH2:27]>>[Br:1][c:2]1[c:3]([CH3:9])[n:4][c:5]([I:12])[cH:6][cH:7]1. The reactants are O=Cc1c[nH]c(-c2ccc(C3CCCCC3)cc2)c1, [H-], [Na+], C1CCOC1, O, O=S(=O)(Cl)c1cccnc1. Yields the product O=Cc1cc(-c2ccc(C3CCCCC3)cc2)n(S(=O)(=O)c2cccnc2)c1. As a reaction SMILES: [CH:3]1([c:9]2[cH:10][cH:11][c:12](-[c:15]3[cH:16][c:17]([CH:20]=[O:21])[cH:18][nH:19]3)[cH:13][cH:14]2)[CH2:4][CH2:5][CH2:6][CH2:7][CH2:8]1.[H-:1].[Na+:2].[O:33]1[CH2:34][CH2:35][CH2:36][CH2:37]1.[OH2:32].[n:22]1[cH:23][c:24]([S:28](=[O:29])(=[O:30])[Cl:31])[cH:25][cH:26][cH:27]1>>[CH:3]1([c:9]2[cH:10][cH:11][c:12](-[c:15]3[cH:16][c:17]([CH:20]=[O:21])[cH:18][n:19]3[S:28]([c:24]3[cH:23][n:22][cH:27][cH:26][cH:25]3)(=[O:29])=[O:30])[cH:13][cH:14]2)[CH2:4][CH2:5][CH2:6][CH2:7][CH2:8]1.